This data is from the Open Reaction Database (ORD), a public repository of structured organic reaction records. The task is: describe an organic reaction: reactants, conditions, products, and yield The reactants are [H-].[Al+3].[Li+].[H-].[H-].[H-] (lithium aluminum hydride), ClC1=CC=C(C=C1)CCC(C#N)(CN1N=CN=C1)C1=CC=CC=C1 (alpha-(2-(4-chlorophenyl)ethyl)-alpha-phenyl-1H-1,2,4-triazole-1-propanenitrile). Solvent: O1CCCC1 (tetrahydrofuran), O1CCCC1 (tetrahydrofuran). Product: ClC1=CC=C(C=C1)CCC(CN)(CN1N=CN=C1)C1=CC=CC=C1 (4-(4-Chlorophenyl)-2-penyl-2-[(1,2,4-triazol-1-yl)methyl]-1-butylamine). Isolated yield 89.5%. Reaction SMILES: [H-].[Al+3].[Li+].[H-].[H-].[H-].[Cl:7][C:8]1[CH:13]=[CH:12][C:11]([CH2:14][CH2:15][C:16]([C:25]2[CH:30]=[CH:29][CH:28]=[CH:27][CH:26]=2)([CH2:19][N:20]2[CH:24]=[N:23][CH:22]=[N:21]2)[C:17]#[N:18])=[CH:10][CH:9]=1>O1CCCC1>[Cl:7][C:8]1[CH:13]=[CH:12][C:11]([CH2:14][CH2:15][C:16]([C:25]2[CH:26]=[CH:27][CH:28]=[CH:29][CH:30]=2)([CH2:19][N:20]2[CH:24]=[N:23][CH:22]=[N:21]2)[CH2:17][NH2:18])=[CH:10][CH:9]=1 |f:0.1.2.3.4.5|. Procedure: A slurry of 18 g (0.45 mole) of lithium aluminum hydride in 1000 mL of dry tetrahydrofuran was cooled to 5° C. while stirring under nitrogen. To the slurry was added alpha-(2-(4-chlorophenyl)ethyl)-alpha-phenyl-1H-1,2,4-triazole-1-propanenitrile in 2000 mL of dry tetrahydrofuran over 3 hours. The reaction was kept at 5°-10° C. during the addition then allowed to warm to room temperature and stirred overnight. The reaction was cooled in an ice bath and quenched with the slow addition of sodium su... Starting materials: BrCc1ccccc1, CC(C)(C)[O-], CN(C)C=O, [K+], O, O=C(O)Cc1cc(Br)ccc1O. The product is O=C(O)Cc1cc(Br)ccc1OCc1ccccc1. As a reaction SMILES: [CH2:19]([c:20]1[cH:21][cH:22][cH:23][cH:24][cH:25]1)[Br:26].[CH3:13][C:14]([CH3:15])([O-:16])[CH3:17].[CH3:28][N:29]([CH3:30])[CH:31]=[O:32].[K+:18].[OH2:27].[OH:1][c:2]1[c:3]([CH2:9][C:10](=[O:11])[OH:12])[cH:4][c:5]([Br:8])[cH:6][cH:7]1>>[O:1]([c:2]1[c:3]([CH2:9][C:10](=[O:11])[OH:12])[cH:4][c:5]([Br:8])[cH:6][cH:7]1)[CH2:19][c:20]1[cH:21][cH:22][cH:23][cH:24][cH:25]1. Reactants: CC1=C(C2=C(S1)C=C(C=C2)CCCO)C2=CC=C(C=C2)C(F)(F)F (3-[2-Methyl-3-(4-trifluoromethyl-phenyl)-benzo[b]thiophen-6-yl]-propan-1-ol), CS(=O)(=O)Cl (methanesulfonic acid chloride). The product is CC1=C(C2=C(S1)C=C(C=C2)CCCOS(=O)(=O)C)C2=CC=C(C=C2)C(F)(F)F (Methanesulfonic acid 3-[2-methyl-3-(4-trifluoromethyl-phenyl)-benzo[b]thiophen-6-yl]-propyl ester). Reaction SMILES: [CH3:1][C:2]1[S:6][C:5]2[CH:7]=[C:8]([CH2:11][CH2:12][CH2:13][OH:14])[CH:9]=[CH:10][C:4]=2[C:3]=1[C:15]1[CH:20]=[CH:19][C:18]([C:21]([F:24])([F:23])[F:22])=[CH:17][CH:16]=1.[CH3:25][S:26](Cl)(=[O:28])=[O:27]>>[CH3:1][C:2]1[S:6][C:5]2[CH:7]=[C:8]([CH2:11][CH2:12][CH2:13][O:14][S:26]([CH3:25])(=[O:28])=[O:27])[CH:9]=[CH:10][C:4]=2[C:3]=1[C:15]1[CH:16]=[CH:17][C:18]([C:21]([F:24])([F:23])[F:22])=[CH:19][CH:20]=1. Procedure: In analogy to example 21.1, the 3-[2-Methyl-3-(4-trifluoromethyl-phenyl)-benzo[b]thiophen-6-yl]-propan-1-ol was treated with methanesulfonic acid chloride to yield the Methanesulfonic acid 3-[2-methyl-3-(4-trifluoromethyl-phenyl)-benzo[b]thiophen-6-yl]-propyl ester as yellow oil, MS: 428 (M+). Product: CNc1ncc(-c2cnn(C3CCN(C(C)=O)CC3)c2)c2cc(Cl)oc12. The reactants are O=C([O-])[O-], C1COCCO1, CC(=O)N1CCC(n2cc(B3OC(C)(C)C(C)(C)O3)cn2)CC1, CNc1ncc(I)c2cc(Cl)oc12, [K+], [K+], O. As a reaction SMILES: [C:37](=[O:38])([O-:39])[O-:40].[CH2:43]1[O:44][CH2:45][CH2:46][O:47][CH2:48]1.[CH3:14][C:15]1([CH3:16])[C:17]([CH3:18])([CH3:19])[O:20][B:21]([c:22]2[cH:23][n:24][n:25]([CH:27]3[CH2:28][CH2:29][N:30]([C:33]([CH3:34])=[O:35])[CH2:31][CH2:32]3)[cH:26]2)[O:36]1.[Cl:1][c:2]1[cH:3][c:4]2[c:5]([c:6]([NH:11][CH3:12])[n:7][cH:8][c:9]2[I:10])[o:13]1.[K+:41].[K+:42].[OH2:49]>>[Cl:1][c:2]1[cH:3][c:4]2[c:5]([c:6]([NH:11][CH3:12])[n:7][cH:8][c:9]2-[c:22]2[cH:23][n:24][n:25]([CH:27]3[CH2:28][CH2:29][N:30]([C:33]([CH3:34])=[O:35])[CH2:31][CH2:32]3)[cH:26]2)[o:13]1. The reactants are 100, C1(=CC=CC=C1)C(=O)C(O)C1=CC=CC=C1 (benzoin), 17, C=O (paraformaldehyde), [OH-].[K+] (potassium hydroxide). Solvent: CS(=O)C (dimethyl sulfoxide), CS(=O)C (dimethyl sulfoxide). Conditions: time 15 minute. Product: 113, OCC(C(C1=CC=CC=C1)=O)(O)C1=CC=CC=C1 (α-hydroxymethyl benzoin). Yield: 99.0%. RXN SMILES: [C:1]1([C:7]([CH:9]([C:11]2[CH:16]=[CH:15][CH:14]=[CH:13][CH:12]=2)[OH:10])=[O:8])[CH:6]=[CH:5][CH:4]=[CH:3][CH:2]=1.[CH2:17]=[O:18].[OH-].[K+]>CS(C)=O>[OH:18][CH2:17][C:9]([C:11]1[CH:16]=[CH:15][CH:14]=[CH:13][CH:12]=1)([OH:10])[C:7](=[O:8])[C:1]1[CH:2]=[CH:3][CH:4]=[CH:5][CH:6]=1 |f:2.3|. Reported procedure: A solution of 100 parts of benzoin in 240 parts of dimethyl sulfoxide was added dropwise over 10 minutes to a dispersion of 17 parts of paraformaldehyde having a purity of 75% and 2.6 parts of potassium hydroxide in 580 parts of dimethyl sulfoxide and the mixture was agitated for further 15 minutes to effect the reaction which was terminated with addition of diluted hydrochloric acid followed by the admixture of the reaction mixture with 900 parts of water. The thus obtained aqueous solution was... Reactants: C[Si](C)(C)CCN1C(=O)CN(c2ccc(I)cc2OCc2ccccc2)S1(=O)=O, FC(F)(F)CCI, CN(C)C=O, O=C(C=Cc1ccccc1)C=Cc1ccccc1, O=C(C=Cc1ccccc1)C=Cc1ccccc1, O=C(C=Cc1ccccc1)C=Cc1ccccc1, [Pd], [Pd], [Zn]. Yields the product C[Si](C)(C)CCN1C(=O)CN(c2ccc(CCC(F)(F)F)cc2OCc2ccccc2)S1(=O)=O. RXN SMILES: [CH2:8]([c:9]1[cH:10][cH:11][cH:12][cH:13][cH:14]1)[O:15][c:16]1[c:17]([N:23]2[CH2:24][C:25](=[O:36])[N:26]([CH2:30][CH2:31][Si:32]([CH3:33])([CH3:34])[CH3:35])[S:27]2(=[O:28])=[O:29])[cH:18][cH:19][c:20]([I:22])[cH:21]1.[F:1][C:2]([CH2:3][CH2:4][I:5])([F:6])[F:7].[O:37]=[CH:38][N:39]([CH3:40])[CH3:41].[O:45]=[C:46]([CH:47]=[CH:48][c:49]1[cH:50][cH:51][cH:52][cH:53][cH:54]1)[CH:55]=[CH:56][c:57]1[cH:58][cH:59][cH:60][cH:61][cH:62]1.[O:63]=[C:64]([CH:65]=[CH:66][c:67]1[cH:68][cH:69][cH:70][cH:71][cH:72]1)[CH:73]=[CH:74][c:75]1[cH:76][cH:77][cH:78][cH:79][cH:80]1.[O:81]=[C:82]([CH:83]=[CH:84][c:85]1[cH:86][cH:87][cH:88][cH:89][cH:90]1)[CH:91]=[CH:92][c:93]1[cH:94][cH:95][cH:96][cH:97][cH:98]1.[Pd:43].[Pd:44].[Zn:42]>>[F:1][C:2]([CH2:3][CH2:4][c:20]1[cH:19][cH:18][c:17]([N:23]2[CH2:24][C:25](=[O:36])[N:26]([CH2:30][CH2:31][Si:32]([CH3:33])([CH3:34])[CH3:35])[S:27]2(=[O:28])=[O:29])[c:16]([O:15][CH2:8][c:9]2[cH:10][cH:11][cH:12][cH:13][cH:14]2)[cH:21]1)([F:6])[F:7]. Starting materials: CC([C@@H](C(=O)NC)NC(=O)N1N=C(C=2CN(CCC21)C)C2=C(C=C(C(=C2)F)F)F)(C)C ((S)-N-(3,3-dimethyl-1-(methylamino)-1-oxobutan-2-yl)-5-methyl-3-(2,4,5-trifluorophenyl)-4,5,6,7-tetrahydro-1H-pyrazolo[4,3-c]pyridine-1-carboxamide), FC=1C=C(C=CC1F)C1=NNC2=C1CN(CC2)C(=O)OC(C)(C)C (tert-butyl 3-(3,4-difluorophenyl)-6,7-dihydro-1H-pyrazolo[4,3-c]pyridine-5(4H)-carboxylate), N[C@@H](C(C)(C)C)CO (tert-leucinol). Product: FC=1C=C(C=CC1F)C1=NN(C2=C1CN(CC2)C)C(=O)N[C@H](CO)C(C)(C)C ((S)-3-(3,4-difluorophenyl)-N-(1-hydroxy-3,3-dimethylbutan-2-yl)-5-methyl-4,5,6,7-tetrahydro-1H-pyrazolo[4,3-c]pyridine-1-carboxamide). As a reaction SMILES: [CH3:1][C:2]([CH3:31])([CH3:30])[C@H:3]([NH:8][C:9]([N:11]1[C:19]2[CH2:18][CH2:17][N:16]([CH3:20])[CH2:15][C:14]=2[C:13]([C:21]2[CH:26]=[C:25]([F:27])[C:24]([F:28])=[CH:23][C:22]=2F)=[N:12]1)=[O:10])[C:4](NC)=[O:5].FC1C=C(C2C3CN(C(OC(C)(C)C)=O)CCC=3NN=2)C=CC=1F.N[C@H](CO)C(C)(C)C>>[F:27][C:25]1[CH:26]=[C:21]([C:13]2[C:14]3[CH2:15][N:16]([CH3:20])[CH2:17][CH2:18][C:19]=3[N:11]([C:9]([NH:8][C@@H:3]([C:2]([CH3:31])([CH3:30])[CH3:1])[CH2:4][OH:5])=[O:10])[N:12]=2)[CH:22]=[CH:23][C:24]=1[F:28]. Reported procedure: Compound 48 was prepared according to the procedure described for the synthesis of compound 37 by replacing intermediate 19 with intermediate 15, and replacing tert-leucine methylamide with tert-leucinol. 1H NMR (CDCl3) δ 7.48-7.53 (m, 1H), 7.33-7.38 (m, 2H), 7.18-7.22 (m, 1H), 3.92-3.95 (m, 1H), 3.78-3.83 (m, 1H), 3.64-3.68 (m, 1H), 3.57 (s, 2H), 3.20 (m, 2H), 2.72-2.79 (m, 2H), 2.53 (s, 3H), 1.02 (s, 9H). LCMS (+ESI) m/z=393.2 [M+H]+.